Task: describe an organic reaction: reactants, conditions, products, and yield. Dataset: the Open Reaction Database (ORD), a public repository of structured organic reaction records Reactants: COC=1C=C(C=C(C1OC)OC)NC=1N=NC(=CN1)C(C)NC(=O)C=1C=C(C(=O)OC)C=CC1 (methyl 3-{[(1-{3-[(3,4,5-trimethoxyphenyl)amino]-1,2,4-triazin-6-yl}ethyl)amino]carbonyl}benzoate), P(=O)(Cl)(Cl)Cl (phosphorus oxychloride), COC=1C=C(C=C(C1OC)OC)NC=1N=NC(=CN1)C(C)NC(=O)C=1C=C(C(=O)OC)C=CC1 (methyl 3-{[(1-{3-[(3,4,5-trimethoxyphenyl)amino]-1,2,4-triazin-6-yl}ethyl)amino]carbonyl}benzoate), N1N=CN=C1 (1,2,4-triazole). The solvent is N1=CC=CC=C1 (pyridine). The product is CC=1N=C(N2N=C(N=CC21)NC2=CC(=C(C(=C2)OC)OC)OC)C=2C=C(C(=O)OC)C=CC2 (methyl 3-{5-methyl-2-[(3,4,5-trimethoxyphenyl)amino]imidazo[5,1-f][1,2,4]triazin-7-yl}benzoate). The yield is 63.6%. RXN SMILES: [CH3:1][O:2][C:3]1[CH:4]=[C:5]([NH:13][C:14]2[N:15]=[N:16][C:17]([CH:20]([NH:22][C:23]([C:25]3[CH:26]=[C:27]([CH:32]=[CH:33][CH:34]=3)[C:28]([O:30][CH3:31])=[O:29])=O)[CH3:21])=[CH:18][N:19]=2)[CH:6]=[C:7]([O:11][CH3:12])[C:8]=1[O:9][CH3:10].N1C=NC=N1.P(Cl)(Cl)(Cl)=O>N1C=CC=CC=1>[CH3:21][C:20]1[N:22]=[C:23]([C:25]2[CH:26]=[C:27]([CH:32]=[CH:33][CH:34]=2)[C:28]([O:30][CH3:31])=[O:29])[N:16]2[C:17]=1[CH:18]=[N:19][C:14]([NH:13][C:5]1[CH:4]=[C:3]([O:2][CH3:1])[C:8]([O:9][CH3:10])=[C:7]([O:11][CH3:12])[CH:6]=1)=[N:15]2. Reported procedure: In a similar manner as described for Example 9, methyl 3-{[(1-{3-[(3,4,5-trimethoxyphenyl)amino]-1,2,4-triazin-6-yl}ethyl)amino]carbonyl}benzoate (Intermediate 21) (0.26 g, 0.56 mmol) and 1,2,4-triazole (240 mg, 3.4 mmol) in pyridine (4 mL) and phosphorus oxychloride (0.16 mL, 1.7 mmol) gave methyl 3-{5-methyl-2-[(3,4,5-trimethoxyphenyl)amino]imidazo[5,1-f][1,2,4]triazin-7-yl}benzoate (0.16 g) as a yellow solid. 1H NMR (DMSO-d6): δ9.66 (s, 1H), 9.28 (s, 1H), 8.94 (dd, J=1.7, 1.3 Hz, 1H), 8.74 (d... Reactants: CC#N, [I-], [Na+], COC(=O)Cc1c(C(=O)OC)ccn1CCOS(C)(=O)=O. Product: COC(=O)Cc1c(C(=O)OC)ccn1CCI. As a reaction SMILES: [CH3:24][C:25]#[N:26].[I-:23].[Na+:22].[S:1]([O:2][CH2:6][CH2:7][n:8]1[c:9]([CH2:17][C:18](=[O:19])[O:20][CH3:21])[c:10]([C:13](=[O:14])[O:15][CH3:16])[cH:11][cH:12]1)([CH3:3])(=[O:4])=[O:5]>>[CH2:6]([CH2:7][n:8]1[c:9]([CH2:17][C:18](=[O:19])[O:20][CH3:21])[c:10]([C:13](=[O:14])[O:15][CH3:16])[cH:11][cH:12]1)[I:23]. The reactants are COC1=C(C=CC=C1)C1(C2CNCC2CC(C1)C)O ((3aRS,4RS,6SR,7aSR)-4-(2-methoxyphenyl)-6-methyl-4-perhydroisoindolol), COC1=C(C=CC=C1)[C@@H](C(=O)O)C ((S)-2(2-methoxyphenyl)propionic acid), O.ON1N=NC2=C1C=CC=C2 (1-hydroxybenzotriazole monohydrate), Cl.CN(CCCN=C=NCC)C (1-(3-dimethylaminopropyl)-3-ethylcarbodiimide hydrochloride). Run in ClCCl (dichloromethane), C(C)N(CC)CC (triethylamine). Run at temperature 5 celsius. Yields the product COC1=C(C=CC=C1)[C@@]1([C@H]2CN(C[C@H]2C[C@@H](C1)C)C([C@@H](C)C1=C(C=CC=C1)OC)=O)O ((3aR*,4R*,6S*,7aS*)-4-(2-methoxyphenyl)-2-[2-(S)-(2-methoxyphenyl)propionyl]-6-methyl-4-perhydroisoindolol). Isolated yield 36.1%. Reaction SMILES: [CH3:1][O:2][C:3]1[CH:8]=[CH:7][CH:6]=[CH:5][C:4]=1[C:9]1([OH:19])[CH2:17][CH:16]([CH3:18])[CH2:15][CH:14]2[CH:10]1[CH2:11][NH:12][CH2:13]2.[CH3:20][O:21][C:22]1[CH:27]=[CH:26][CH:25]=[CH:24][C:23]=1[C@H:28]([CH3:32])[C:29](O)=[O:30].O.ON1C2C=CC=CC=2N=N1.Cl.CN(C)CCCN=C=NCC>ClCCl.C(N(CC)CC)C>[CH3:1][O:2][C:3]1[CH:8]=[CH:7][CH:6]=[CH:5][C:4]=1[C@@:9]1([OH:19])[CH2:17][C@@H:16]([CH3:18])[CH2:15][C@H:14]2[C@@H:10]1[CH2:11][N:12]([C:29](=[O:30])[C@H:28]([C:23]1[CH:24]=[CH:25][CH:26]=[CH:27][C:22]=1[O:21][CH3:20])[CH3:32])[CH2:13]2 |f:2.3,4.5|. Reported procedure: To a solution of 1.54 g of (3aRS,4RS,6SR,7aSR)-4-(2-methoxyphenyl)-6-methyl-4-perhydroisoindolol in 150 cm3 of dichloromethane is added 1.0 cm3 of triethylamine. The reaction is mixture is cooled to 5° C. and 1.08 g of (S)-2(2-methoxyphenyl)propionic acid, 0.10 g of 1-hydroxybenzotriazole monohydrate and 1.26 g of 1-(3-dimethylaminopropyl)-3-ethylcarbodiimide hydrochloride are added. The reaction mixture is maintained for 1 hour at 5° C. and for 16 hours at 20° C. and is then washed twice with 1... The reactants are C(C)(C)(C)OC(=O)N1CCC(CC1)OC=1C(=NN(C(C1)=O)C1=CC(=C(C=C1)Cl)Cl)C(=O)O (4-(1-(tert-butoxycarbonyl)piperidin-4-yloxy)-1-(3,4-dichlorophenyl)-6-oxo-1,6-dihydropyridazine-3-carboxylic acid), CO (Methanol). Solvent: C1CCOC1 (THF), C1CCOC1 (THF). Conditions: time 1 hour. Yields the product ClC=1C=C(C=CC1Cl)N1N=C(C(=CC1=O)OC1CCN(CC1)C(=O)OC(C)(C)C)CO (tert-butyl 4-(1-(3,4-dichlorophenyl)-3-(hydroxymethyl)-6-oxo-1,6-dihydropyridazin-4-yloxy)piperidine-1-carboxylate). Isolated yield 48.9%. Reaction SMILES: [C:1]([O:5][C:6]([N:8]1[CH2:13][CH2:12][CH:11]([O:14][C:15]2[C:16]([C:30](O)=[O:31])=[N:17][N:18]([C:22]3[CH:27]=[CH:26][C:25]([Cl:28])=[C:24]([Cl:29])[CH:23]=3)[C:19](=[O:21])[CH:20]=2)[CH2:10][CH2:9]1)=[O:7])([CH3:4])([CH3:3])[CH3:2].CO>C1COCC1>[Cl:29][C:24]1[CH:23]=[C:22]([N:18]2[C:19](=[O:21])[CH:20]=[C:15]([O:14][CH:11]3[CH2:10][CH2:9][N:8]([C:6]([O:5][C:1]([CH3:2])([CH3:3])[CH3:4])=[O:7])[CH2:13][CH2:12]3)[C:16]([CH2:30][OH:31])=[N:17]2)[CH:27]=[CH:26][C:25]=1[Cl:28]. Procedure: To a mixture of 4-(1-(tert-butoxycarbonyl)piperidin-4-yloxy)-1-(3,4-dichlorophenyl)-6-oxo-1,6-dihydropyridazine-3-carboxylic acid (from example 15 step A) (5 mg, 0.01 mmol) in THF (1 ml) at room temperature under argon was added 1 M BH3 in THF (31 uL, 0.031 mmol). The reaction mixture was stirred at room temperature for one hour. Methanol (2 mL) was carefully added to the reaction mixture and stirred at room temperature for two hours. Solvents were removed in vacuo. EtOAc (10 mL) and 1 N NaOH (1... Yields the product COc1cc(C=C2CCC3CC(C)(O)CC(c4ccc(F)cc4)N3C2=O)ccc1-n1cnc(C)c1. RXN SMILES: [C:19]([Si:20]([CH3:21])([CH3:22])[O:24][C:25]1([CH3:58])[CH2:26][CH:27]([c:51]2[cH:52][cH:53][c:54]([F:57])[cH:55][cH:56]2)[N:28]2[C:29](=[O:50])[C:30](=[CH:35][c:36]3[cH:37][c:38]([O:48][CH3:49])[c:39](-[n:42]4[cH:43][n:44][c:45]([CH3:47])[cH:46]4)[cH:40][cH:41]3)[CH2:31][CH2:32][CH:33]2[CH2:34]1)([CH3:23])([CH3:59])[CH3:60].[CH2:2]([N+:3]([CH2:4][CH2:5][CH2:6][CH3:7])([CH2:8][CH2:9][CH2:10][CH3:11])[CH2:12][CH2:13][CH2:14][CH3:15])[CH2:16][CH2:17][CH3:18].[CH2:69]1[O:70][CH2:71][CH2:72][CH2:73]1.[CH3:63][CH2:64][O:65][C:66](=[O:67])[CH3:68].[Cl-:61].[F-:1].[NH4+:62]>>[OH:24][C:25]1([CH3:58])[CH2:26][CH:27]([c:51]2[cH:52][cH:53][c:54]([F:57])[cH:55][cH:56]2)[N:28]2[C:29](=[O:50])[C:30](=[CH:35][c:36]3[cH:37][c:38]([O:48][CH3:49])[c:39](-[n:42]4[cH:43][n:44][c:45]([CH3:47])[cH:46]4)[cH:40][cH:41]3)[CH2:31][CH2:32][CH:33]2[CH2:34]1. Starting materials: COc1cc(C=C2CCC3CC(C)(O[Si](C)(C)C(C)(C)C)CC(c4ccc(F)cc4)N3C2=O)ccc1-n1cnc(C)c1, CCCC[N+](CCCC)(CCCC)CCCC, C1CCOC1, CCOC(C)=O, [Cl-], [F-], [NH4+]. Reactants: CC(C)(C)OC(=O)N1CCCC(O[Si](C)(C)C(C)(C)C)C1CO, C[N+]1([O-])CCOCC1, CCCCCC, CCC[N+](CCC)(CCC)CCC, ClCCl, O=[Ru](=O)(=O)[O-]. The product is CC(C)(C)OC(=O)N1CCCC(O[Si](C)(C)C(C)(C)C)C1C=O. As a reaction SMILES: [C:1]([CH3:2])([CH3:3])([CH3:4])[O:5][C:6](=[O:7])[N:8]1[CH:9]([CH2:22][OH:23])[CH:10]([O:14][Si:15]([CH3:16])([CH3:17])[C:18]([CH3:19])([CH3:20])[CH3:21])[CH2:11][CH2:12][CH2:13]1.[CH3:24][N+:25]1([O-:26])[CH2:27][CH2:28][O:29][CH2:30][CH2:31]1.[CH3:35][CH2:36][CH2:37][CH2:38][CH2:39][CH3:40].[CH3:41][CH2:42][CH2:43][N+:44]([CH2:45][CH2:46][CH3:47])([CH2:48][CH2:49][CH3:50])[CH2:51][CH2:52][CH3:53].[Cl:32][CH2:33][Cl:34].[O:54]=[Ru:55](=[O:56])([O-:57])=[O:58]>>[C:1]([CH3:2])([CH3:3])([CH3:4])[O:5][C:6](=[O:7])[N:8]1[CH:9]([CH:22]=[O:23])[CH:10]([O:14][Si:15]([CH3:16])([CH3:17])[C:18]([CH3:19])([CH3:20])[CH3:21])[CH2:11][CH2:12][CH2:13]1. Reactants: NC1=NC=CC2=C(C=CC=C12)Cl (1-amino-5-chloroisoquinoline), C(C)(=O)C(C(=O)OCC)Br (ethyl 2-acetyl-2-bromoacetate), C([O-])(O)=O.[Na+] (sodium bicarbonate). The solvent is C(C)O (ethanol). Yields the product ClC1=C2C=CN3C(C2=CC=C1)=NC(=C3C(=O)OCC)C (7-chloro-3-ethoxycarbonyl-2-methylimidazo[2,1-a]isoquinoline). Isolated yield 59.1%. As a reaction SMILES: [NH2:1][C:2]1[C:11]2[C:6](=[C:7]([Cl:12])[CH:8]=[CH:9][CH:10]=2)[CH:5]=[CH:4][N:3]=1.[C:13]([CH:16](Br)[C:17]([O:19][CH2:20][CH3:21])=[O:18])(=O)[CH3:14].C(=O)(O)[O-].[Na+]>C(O)C>[Cl:12][C:7]1[CH:8]=[CH:9][CH:10]=[C:11]2[C:6]=1[CH:5]=[CH:4][N:3]1[C:16]([C:17]([O:19][CH2:20][CH3:21])=[O:18])=[C:13]([CH3:14])[N:1]=[C:2]12 |f:2.3|. Procedure details: A mixture of 1-amino-5-chloroisoquinoline (6.1 g), ethyl 2-acetyl-2-bromoacetate (10.75 g) and sodium bicarbonate (14.36 g) in ethanol (72 ml) was refluxed for 2 hours and then filtered by suction. The filtrate was evaporated in vacuo, and the residue was dissolved in a mixture of chloroform and methanol. The solution was treated with silica gel (10 g) and filtered by suction. The filtrate was evaporated in vacuo and the residue was recrystallized from ethanol to give 7-chloro-3-ethoxycarbonyl-2... The reactants are Cn1nc(C#N)c(Nc2ccc(F)cc2[N+](=O)[O-])n1, CCO, [Cl-], Cl. Product: Cn1nc2c(n1)C(N)=Nc1cc(F)ccc1N2, Cl. As a reaction SMILES: [C:1](#[N:2])[c:3]1[c:4]([NH:9][c:10]2[c:11]([N+:17]([O-:18])=[O:19])[cH:12][c:13]([F:16])[cH:14][cH:15]2)[n:5][n:6]([CH3:8])[n:7]1.[CH3:21][CH2:22][OH:23].[Cl-:20].[ClH:24]>>[C:1]1([NH2:2])=[N:17][c:11]2[c:10]([cH:15][cH:14][c:13]([F:16])[cH:12]2)[NH:9][c:4]2[c:3]1[n:7][n:6]([CH3:8])[n:5]2.[ClH:20].